This data is from the Open Reaction Database (ORD), a public repository of structured organic reaction records. The task is: describe an organic reaction: reactants, conditions, products, and yield Reactants: C(C)(C)(C)NS(=O)(=O)C1=C(C=CC(=C1)[N+](=O)[O-])SCC (N-tert-butyl-2-ethylmercapto-5-nitrobenzenesulfonamide), [Cl-].[NH4+] (ammonium chloride), O (water). Reagents/catalysts: [Zn] (zinc). The solvent is C(C)O (ethanol). Conditions: temperature 70 celsius, time 10 hour. Product: NC=1C=CC(=C(C1)S(=O)(=O)NC(C)(C)C)SCC (5-Amino-2-ethylmercapto-N-tert-butylbenzenesulfonamide). Yield: 86.5%. As a reaction SMILES: [C:1]([NH:5][S:6]([C:9]1[CH:14]=[C:13]([N+:15]([O-])=O)[CH:12]=[CH:11][C:10]=1[S:18][CH2:19][CH3:20])(=[O:8])=[O:7])([CH3:4])([CH3:3])[CH3:2].[Cl-].[NH4+].O>[Zn].C(O)C>[NH2:15][C:13]1[CH:12]=[CH:11][C:10]([S:18][CH2:19][CH3:20])=[C:9]([S:6]([NH:5][C:1]([CH3:2])([CH3:3])[CH3:4])(=[O:8])=[O:7])[CH:14]=1 |f:1.2|. Procedure: 13.3 g of zinc powder are added in portions to a mixture of 12 g of N-tert-butyl-2-ethylmercapto-5-nitrobenzenesulfonamide, 17.7 g of ammonium chloride, 50 ml of water and 200 ml of ethanol and the mixture is stirred at 70° C. for 10 hours. After the solid has been filtered off and washed out with ethyl acetate, the filtrate is concentrated under reduced pressure. The residue from the filtrate is taken up in ethyl acetate and the mixture is washed with water. After drying over magnesium sulfate,... Reactants: Cc1ccc(-n2nccn2)c(C(=O)N2CC(CO[Si](C)(C)C(C)(C)C)OCC2C)c1, Cl, C1COCCO1, C1COCCO1. The product is Cc1ccc(-n2nccn2)c(C(=O)N2CC(CO)OCC2C)c1. As a reaction SMILES: [C:1]([Si:2]([CH3:3])([CH3:4])[O:6][CH2:7][CH:8]1[O:9][CH2:10][CH:11]([CH3:28])[N:12]([C:14]([c:15]2[c:16](-[n:22]3[n:23][cH:24][cH:25][n:26]3)[cH:17][cH:18][c:19]([CH3:21])[cH:20]2)=[O:27])[CH2:13]1)([CH3:5])([CH3:29])[CH3:30].[ClH:31].[O:32]1[CH2:33][CH2:34][O:35][CH2:36][CH2:37]1.[O:38]1[CH2:39][CH2:40][O:41][CH2:42][CH2:43]1>>[OH:6][CH2:7][CH:8]1[O:9][CH2:10][CH:11]([CH3:28])[N:12]([C:14]([c:15]2[c:16](-[n:22]3[n:23][cH:24][cH:25][n:26]3)[cH:17][cH:18][c:19]([CH3:21])[cH:20]2)=[O:27])[CH2:13]1. Starting materials: C(C)OC1=C(CCl)C=CC=C1 (2-ethoxybenzyl chloride), [Mg] (magnesium), S(=O)=O (sulfur dioxide). Solvent: C(C)OCC (diethyl ether). Conditions: time 0.5 hour. The product is C(C)OC1=C(CS(=O)[O-])C=CC=C1.[Mg+2].C(C)OC1=C(CS(=O)[O-])C=CC=C1 (magnesium 2-ethoxybenzylsulfinate). RXN SMILES: [CH2:1]([O:3][C:4]1[CH:11]=[CH:10][CH:9]=[CH:8][C:5]=1[CH2:6]Cl)[CH3:2].[Mg:12].[S:13](=[O:15])=[O:14]>C(OCC)C>[CH2:1]([O:3][C:4]1[CH:11]=[CH:10][CH:9]=[CH:8][C:5]=1[CH2:6][S:13]([O-:15])=[O:14])[CH3:2].[Mg+2:12].[CH2:1]([O:3][C:4]1[CH:11]=[CH:10][CH:9]=[CH:8][C:5]=1[CH2:6][S:13]([O-:15])=[O:14])[CH3:2] |f:4.5.6|. Procedure details: A Grignard solution of 30.5 g of 2-ethoxybenzyl chloride and 6.1 g of magnesium shavings in 250 ml of diethyl ether is added dropwise at -60° C. to -70° C. to 50 ml of sulfur dioxide. Stirring is continued for 0.5 hour at -70° C., the mixture is allowed to come to room temperature, and the salt magnesium 2-ethoxybenzylsulfinate which has formed (47 g, melting point: 134°-139° C., decomposition) is filtered off with suction. The sulfinate salt is dissolved in 900 ml of water and 16.4 g of anhydro... Starting materials: ClCC1=CC=C(COC=2C=C(C=CC2)C2=C(C=NC3=C(C=CC=C23)C(F)(F)F)C(=O)C2=CC=CC=C2)C=C1 ({4-[3-(4-chloromethyl-benzyloxy)-phenyl]-8-trifluoromethyl-quinolin-3-yl}phenyl-methanone), C(C)NCC (diethylamine). The solvent is C(Cl)Cl (CH2Cl2). Run at time 24 hour. The product is C(C)N(CC)CC1=CC=C(COC=2C=C(C=CC2)C2=C(C=NC3=C(C=CC=C23)C(F)(F)F)C(=O)C2=CC=CC=C2)C=C1 ([4-[3-({4-[(DIETHYLAMINO)METHYL]BENZYL}OXY) PHENYL]-8-(TRIFLUOROMETHYL)QUINOLIN-3-YL](PHENYL)METHANONE). Yield: 87.9%. As a reaction SMILES: Cl[CH2:2][C:3]1[CH:38]=[CH:37][C:6]([CH2:7][O:8][C:9]2[CH:10]=[C:11]([C:15]3[C:24]4[C:19](=[C:20]([C:25]([F:28])([F:27])[F:26])[CH:21]=[CH:22][CH:23]=4)[N:18]=[CH:17][C:16]=3[C:29]([C:31]3[CH:36]=[CH:35][CH:34]=[CH:33][CH:32]=3)=[O:30])[CH:12]=[CH:13][CH:14]=2)=[CH:5][CH:4]=1.[CH2:39]([NH:41][CH2:42][CH3:43])[CH3:40]>C(Cl)Cl>[CH2:39]([N:41]([CH2:2][C:3]1[CH:38]=[CH:37][C:6]([CH2:7][O:8][C:9]2[CH:10]=[C:11]([C:15]3[C:24]4[C:19](=[C:20]([C:25]([F:28])([F:27])[F:26])[CH:21]=[CH:22][CH:23]=4)[N:18]=[CH:17][C:16]=3[C:29]([C:31]3[CH:36]=[CH:35][CH:34]=[CH:33][CH:32]=3)=[O:30])[CH:12]=[CH:13][CH:14]=2)=[CH:5][CH:4]=1)[CH2:42][CH3:43])[CH3:40]. Procedure details: A solution of {4-[3-(4-chloromethyl-benzyloxy)-phenyl]-8-trifluoromethyl-quinolin-3-yl}phenyl-methanone (011 g, 0.2 mmol) and diethylamine(0.3 g, 5.7 mmol) in CH2Cl2 (5 ml) was stirred at r.t. After 24 hr, the reaction was concentrated and purified by column chromatography (eluent 25% EtOAc/Hex) to give the title compound as a foam (0.10 g); MS m/z 569.